From a dataset of the Open Reaction Database (ORD), a public repository of structured organic reaction records. describe an organic reaction: reactants, conditions, products, and yield The reactants are C1CCOC1, O=[N+]([O-])c1cnc2[nH]ccc2c1. The product is Nc1cnc2[nH]ccc2c1. Reaction SMILES: [CH2:13]1[O:14][CH2:15][CH2:16][CH2:17]1.[N+:1]([O-:2])(=[O:3])[c:4]1[cH:5][c:6]2[c:7]([n:8][cH:9]1)[nH:10][cH:11][cH:12]2>>[NH2:1][c:4]1[cH:5][c:6]2[c:7]([n:8][cH:9]1)[nH:10][cH:11][cH:12]2. The reactants are COC(=O)CBr, O=C([O-])[O-], CC(C)=O, [Cs+], [Cs+], O=C1SC(Cc2ccc(O)cc2)C(=O)N1C(c1ccccc1)(c1ccccc1)c1ccccc1. Product: COC(=O)COc1ccc(CC2SC(=O)N(C(c3ccccc3)(c3ccccc3)c3ccccc3)C2=O)cc1. As a reaction SMILES: [Br:41][CH2:42][C:43](=[O:44])[O:45][CH3:46].[C:1](=[O:2])([O-:3])[O-:4].[CH3:47][C:48](=[O:49])[CH3:50].[Cs+:5].[Cs+:6].[OH:7][c:8]1[cH:9][cH:10][c:11]([CH2:12][CH:13]2[C:14](=[O:38])[N:15]([C:19]([c:20]3[cH:21][cH:22][cH:23][cH:24][cH:25]3)([c:26]3[cH:27][cH:28][cH:29][cH:30][cH:31]3)[c:32]3[cH:33][cH:34][cH:35][cH:36][cH:37]3)[C:16](=[O:18])[S:17]2)[cH:39][cH:40]1>>[O:7]([c:8]1[cH:9][cH:10][c:11]([CH2:12][CH:13]2[C:14](=[O:38])[N:15]([C:19]([c:20]3[cH:21][cH:22][cH:23][cH:24][cH:25]3)([c:26]3[cH:27][cH:28][cH:29][cH:30][cH:31]3)[c:32]3[cH:33][cH:34][cH:35][cH:36][cH:37]3)[C:16](=[O:18])[S:17]2)[cH:39][cH:40]1)[CH2:42][C:43](=[O:44])[O:45][CH3:46]. Reactants: [OH-].[NH4+] (ammonium hydroxide), C(C)(=O)OCC (ethyl acetate), C(C)(C)(C)OC(=O)NCC=1C=C(C=CC1)N1C=C(C2=CC=CC=C12)C=1C(NC(C1C1=CN(C2=CC=CC=C12)C)=O)=O (3-[1-(3-(N-t-Butoxycarbonyl-aminomethyl)-phenyl)-indol-3-yl]-4-(1-methyl-indol-3-yl)-pyrrole-2,5-dione), Cl (HCl). Yields the product C(C)(=O)OCC.CO.[OH-].[NH4+] (ethyl acetate methanol ammonium hydroxide), NCC=1C=C(C=CC1)N1C=C(C2=CC=CC=C12)C=1C(NC(C1C1=CN(C2=CC=CC=C12)C)=O)=O (3-[1-(3-Aminomethyl-phenyl)-indol-3-yl]-4-(1-methyl-indol-3-yl)-pyrrole-2,5-dione). Reaction SMILES: [C:1]([O:5]C([NH:8][CH2:9][C:10]1[CH:11]=[C:12]([N:16]2[C:24]3[C:19](=[CH:20][CH:21]=[CH:22][CH:23]=3)[C:18]([C:25]3[C:26](=[O:41])[NH:27][C:28](=[O:40])[C:29]=3[C:30]3[C:38]4[C:33](=[CH:34][CH:35]=[CH:36][CH:37]=4)[N:32]([CH3:39])[CH:31]=3)=[CH:17]2)[CH:13]=[CH:14][CH:15]=1)=O)(C)(C)C.Cl.[OH-:43].[NH4+].[C:45]([O:48][CH2:49][CH3:50])(=[O:47])[CH3:46]>>[C:45]([O:48][CH2:49][CH3:50])(=[O:47])[CH3:46].[CH3:1][OH:5].[OH-:43].[NH4+:8].[NH2:8][CH2:9][C:10]1[CH:11]=[C:12]([N:16]2[C:24]3[C:19](=[CH:20][CH:21]=[CH:22][CH:23]=3)[C:18]([C:25]3[C:26](=[O:41])[NH:27][C:28](=[O:40])[C:29]=3[C:30]3[C:38]4[C:33](=[CH:34][CH:35]=[CH:36][CH:37]=4)[N:32]([CH3:39])[CH:31]=3)=[CH:17]2)[CH:13]=[CH:14][CH:15]=1 |f:2.3,5.6.7.8|. Procedure details: The product from step b) (66.0 mg, 0.12 mmol), tetrhydrofuran (5 mL) and 5 mL of 5 M HCl (aq) were heated at 50° C. for 45 min. The mixture was poured into ethyl acetate and dilute ammonium hydroxide. The organic phase was washed 3 times with dilute ammonium hydroxide and once with water, and then evaporated. Chromatography (ethyl acetate/methanol/ammonium hydroxide: 95/5/1) gave 54 mg of the title product. Reactants: 70, Cl.FC(C=1C=C(C=CC1)N)(F)F (3-(trifluoromethyl)benzeneamine hydrochloride), C(C=C)#N (2-propenenitrile), C(C)NCC (N-ethylethanamine), [OH-].[Na+] (sodium hydroxide). Conditions: temperature 180 celsius, time 2.5 hour. Yields the product 3-[, FC(C=1C=C(C=CC1)NC(C#N)C)(F)F ([(3-(trifluoromethyl)phenyl]amino]propanenitrile). The yield is 45.0%. RXN SMILES: Cl.[F:2][C:3]([F:12])([F:11])[C:4]1[CH:5]=[C:6]([NH2:10])[CH:7]=[CH:8][CH:9]=1.[C:13](#[N:16])[CH:14]=[CH2:15].C(NCC)C.[OH-].[Na+]>>[F:2][C:3]([F:11])([F:12])[C:4]1[CH:5]=[C:6]([NH:10][CH:14]([CH3:15])[C:13]#[N:16])[CH:7]=[CH:8][CH:9]=1 |f:0.1,4.5|. Reported procedure: A mixture of 70 parts of 3-(trifluoromethyl)benzeneamine hydrochloride, 26.5 parts of 2-propenenitrile and 36.5 parts of N-ethylethanamine was stirred for 2.5 hours at 180° C. After cooling to 0° C., the whole was treated with a sodium hydroxide solution. The product was extracted with dichloromethane. The extract was washed with water, dried, filtered and evaporated, yielding 34.5 parts (45%) of 3-[[(3-(trifluoromethyl)phenyl]amino]propanenitrile as a residue (int. 105). Starting materials: CC(C)n1cc(NC(=O)c2nc(-c3ccccc3F)sc2N(C(=O)[O-])C(C)(C)C)cn1, CS(C)=O. The product is CC(C)n1cc(NC(=O)c2nc(-c3ccccc3F)sc2N)cn1. Reaction SMILES: [C:1]([N:5]([C:2](=[O:3])[O-:4])[c:9]1[c:10]([C:21]([NH:22][c:23]2[cH:24][n:25][n:26]([CH:28]([CH3:29])[CH3:30])[cH:27]2)=[O:31])[n:11][c:12](-[c:14]2[c:15]([F:20])[cH:16][cH:17][cH:18][cH:19]2)[s:13]1)([CH3:6])([CH3:7])[CH3:8].[CH3:32][S:33]([CH3:34])=[O:35]>>[NH2:5][c:9]1[c:10]([C:21]([NH:22][c:23]2[cH:24][n:25][n:26]([CH:28]([CH3:29])[CH3:30])[cH:27]2)=[O:31])[n:11][c:12](-[c:14]2[c:15]([F:20])[cH:16][cH:17][cH:18][cH:19]2)[s:13]1.